Dataset: the Open Reaction Database (ORD), a public repository of structured organic reaction records. Task: describe an organic reaction: reactants, conditions, products, and yield Reactants: BrC=1C=CC(=C(C(=O)NC2=CN=NC=C2)C1)OCC1=CC(=C(C=C1)F)F (5-Bromo-2-([(3,4-difluorophenyl)methyl]oxy)-N-4-pyridazinylbenzamide), CN1N=CC(=C1)B1OC(C(O1)(C)C)(C)C (1-methyl-4-(4,4,5,5-tetramethyl-1,3,2-dioxaborolan-2-yl)-1H-pyrazole), C([O-])([O-])=O.[Na+].[Na+] (sodium carbonate). The reagents and catalysts are C=1C=CC(=CC1)[P](C=2C=CC=CC2)(C=3C=CC=CC3)[Pd]([P](C=4C=CC=CC4)(C=5C=CC=CC5)C=6C=CC=CC6)([P](C=7C=CC=CC7)(C=8C=CC=CC8)C=9C=CC=CC9)[P](C=1C=CC=CC1)(C=1C=CC=CC1)C=1C=CC=CC1 (tetrakis(triphenylphosphine)palladium(0)). The solvent is COCCOC (1,2-dimethoxyethane). Run at temperature 120 celsius. Product: FC=1C=C(C=CC1F)COC1=C(C(=O)NC2=CN=NC=C2)C=C(C=C1)C=1C=NN(C1)C (2-{[(3,4-Difluorophenyl)methyl]oxy}-5-(1-methyl-1H-pyrazol-4-yl)-N-4-pyridazinylbenzamide). As a reaction SMILES: Br[C:2]1[CH:3]=[CH:4][C:5]([O:17][CH2:18][C:19]2[CH:24]=[CH:23][C:22]([F:25])=[C:21]([F:26])[CH:20]=2)=[C:6]([CH:16]=1)[C:7]([NH:9][C:10]1[CH:15]=[CH:14][N:13]=[N:12][CH:11]=1)=[O:8].[CH3:27][N:28]1[CH:32]=[C:31](B2OC(C)(C)C(C)(C)O2)[CH:30]=[N:29]1.C(=O)([O-])[O-].[Na+].[Na+]>C1C=CC([P]([Pd]([P](C2C=CC=CC=2)(C2C=CC=CC=2)C2C=CC=CC=2)([P](C2C=CC=CC=2)(C2C=CC=CC=2)C2C=CC=CC=2)[P](C2C=CC=CC=2)(C2C=CC=CC=2)C2C=CC=CC=2)(C2C=CC=CC=2)C2C=CC=CC=2)=CC=1.COCCOC>[F:26][C:21]1[CH:20]=[C:19]([CH2:18][O:17][C:5]2[CH:4]=[CH:3][C:2]([C:31]3[CH:30]=[N:29][N:28]([CH3:27])[CH:32]=3)=[CH:16][C:6]=2[C:7]([NH:9][C:10]2[CH:15]=[CH:14][N:13]=[N:12][CH:11]=2)=[O:8])[CH:24]=[CH:23][C:22]=1[F:25] |f:2.3.4,^1:51,53,72,91|. Procedure details: To a microwave vial was added 5-bromo-2-{[(3,4-difluorophenyl)methyl]oxy}-N-4-pyridazinylbenzamide (may be prepared by Example 78; 150 mg, 0.36 mmol), 1-methyl-4-(4,4,5,5-tetramethyl-1,3,2-dioxaborolan-2-yl)-1H-pyrazole (75 mg, 0.36 mmol), 1,2-dimethoxyethane (2 nil), 1M sodium carbonate (0.71 ml, 0.71 mmol), and tetrakis(triphenylphosphine)palladium(0) (24.75 mg, 0.02 mmol). The vial was sealed and heated to 120° C. for 1 hour under microwave conditions. The mixture was evaporated under reduced... Reactants: IC=1C=C(C=CC1)C1=NOC(N1C)=O (3-(3-Iodophenyl)-4-methyl-1,2,4-oxadiazol-5(4H)-one), COC=1C=CC(=CC1)P2(=S)SP(=S)(S2)C=3C=CC(=CC3)OC (Lawesson's reagent). Solvent: C1(=CC=CC=C1)C (toluene). The product is IC=1C=C(C=CC1)C1=NOC(N1C)=S (3-(3-iodophenyl)-4-methyl-1,2,4-oxadiazole-5(4H)-thione). Yield: 95.5%. As a reaction SMILES: [I:1][C:2]1[CH:3]=[C:4]([C:8]2[N:12]([CH3:13])[C:11](=O)[O:10][N:9]=2)[CH:5]=[CH:6][CH:7]=1.COC1C=CC(P2(SP(C3C=CC(OC)=CC=3)(=S)S2)=[S:24])=CC=1>C1(C)C=CC=CC=1>[I:1][C:2]1[CH:3]=[C:4]([C:8]2[N:12]([CH3:13])[C:11](=[S:24])[O:10][N:9]=2)[CH:5]=[CH:6][CH:7]=1. Procedure: 3-(3-Iodophenyl)-4-methyl-1,2,4-oxadiazol-5(4H)-one (400 mg, 1.32 mmol) obtained in Step 2 was dissolved in toluene (10 mL), and the mixture was heated to reflux for 7 days after adding Lawesson's reagent (801 mg, 1.98 mmol). The mixture was then purified by silica gel column chromatography to give 3-(3-iodophenyl)-4-methyl-1,2,4-oxadiazole-5(4H)-thione (401 mg, 95%). Reactants: C(C)(=O)O (acetic acid), CSC1=CC(=NC(=N1)N)N (6-Methylthio-pyrimidine-2,4-diamine), N(=O)[O-].[Na+] (NaNO2). The solvent is O (water), O (H2O). Reaction conditions: temperature 50 celsius, time 1 hour. Product: CSC1=C(C(=NC(=N1)N)N)N=O (6-Methylthio-5-nitroso-pyrimidine-2,4-diamine). Reaction SMILES: [CH3:1][S:2][C:3]1[N:8]=[C:7]([NH2:9])[N:6]=[C:5]([NH2:10])[CH:4]=1.C(O)(=O)C.[N:15]([O-])=[O:16].[Na+]>O>[CH3:1][S:2][C:3]1[N:8]=[C:7]([NH2:9])[N:6]=[C:5]([NH2:10])[C:4]=1[N:15]=[O:16] |f:2.3|. Reported procedure: To a stirred suspension of 6-Methylthio-pyrimidine-2,4-diamine (50.0 g; 321 mmol) in water (1000 mL) was added 500 mL of 2N acetic acid. The mixture was warmed to 50° C. and NaNO2 solution was added (24.0 g; 353 mmol in 200 mL H2O) rapidly. After 1 hr at 50° C., the deep Blue/purple mixture was allowed to cool to room temperature and filtered. The blue/purple solid was washed several times with water and finally washed with ether. The solid was allowed to air dry to give 51.0 g of 6-Methylthio-5... Reactants: CC(CCCCCCCCCCCCBr)(C)C (13,13-dimethyltetradecyl bromide), NC1=CC=C(C(=O)OCC)C=C1 (ethyl 4-aminobenzoate). Solvent: CN(P(=O)(N(C)C)N(C)C)C (hexamethylphosphoramide). Yields the product CC(CCCCCCCCCCCCNC1=CC=C(C(=O)OCC)C=C1)(C)C (ethyl 4-(13,13-dimethyltetradecyl)aminobenzoate). RXN SMILES: [CH3:1][C:2]([CH3:17])([CH3:16])[CH2:3][CH2:4][CH2:5][CH2:6][CH2:7][CH2:8][CH2:9][CH2:10][CH2:11][CH2:12][CH2:13][CH2:14]Br.[NH2:18][C:19]1[CH:29]=[CH:28][C:22]([C:23]([O:25][CH2:26][CH3:27])=[O:24])=[CH:21][CH:20]=1>CN(C)P(N(C)C)(N(C)C)=O>[CH3:1][C:2]([CH3:17])([CH3:16])[CH2:3][CH2:4][CH2:5][CH2:6][CH2:7][CH2:8][CH2:9][CH2:10][CH2:11][CH2:12][CH2:13][CH2:14][NH:18][C:19]1[CH:20]=[CH:21][C:22]([C:23]([O:25][CH2:26][CH3:27])=[O:24])=[CH:28][CH:29]=1. Procedure: A solution of 10 g. of 13,13-dimethyltetradecyl bromide and 10.8 g. of ethyl 4-aminobenzoate in 75 ml. hexamethylphosphoramide is heated at 110° C. for 17 hours. The cooled solution is diluted with 100 ml. water, filtered, and the residue is washed in portions with 100 ml. 50% ethanol-water. After drying, the product is crystallized from ethanol-water. After drying, the product is crystallized from ethanol to yield ethyl 4-(13,13-dimethyltetradecyl)aminobenzoate as colorless crystals. The reactants are BrC=1C=C(C=NC1Cl)C(=O)O (5-bromo-6-chloro-3-pyridinecarboxylic acid), Cl.N[C@H]1[C@@H](CCCC1)O ((1R,2R)-2-amino-cyclohexanol hydrochloride), CC1(CC1)CO (1-methylcyclopropanemethanol), ClC1=CC=C(C=C1)B(O)O ((4-chloro-phenyl)-boronic acid). Yields the product ClC1=CC=C(C=C1)C=1C(=NC=C(C(=O)N[C@H]2[C@@H](CCCC2)O)C1)OCC1(CC1)C (5-(4-chloro-phenyl)-N-((1R,2R)-2-hydroxy-cyclohexyl)-6-(1-methyl-cyclopropylmethoxy)-nicotinamide). Reaction SMILES: Br[C:2]1[CH:3]=[C:4]([C:9]([OH:11])=O)[CH:5]=[N:6][C:7]=1Cl.[CH3:12][C:13]1([CH2:16][OH:17])[CH2:15][CH2:14]1.[Cl:18][C:19]1[CH:24]=[CH:23][C:22](B(O)O)=[CH:21][CH:20]=1.Cl.[NH2:29][C@@H:30]1[CH2:35][CH2:34][CH2:33][CH2:32][C@H:31]1[OH:36]>>[Cl:18][C:19]1[CH:24]=[CH:23][C:22]([C:2]2[C:7]([O:17][CH2:16][C:13]3([CH3:12])[CH2:15][CH2:14]3)=[N:6][CH:5]=[C:4]([CH:3]=2)[C:9]([NH:29][C@@H:30]2[CH2:35][CH2:34][CH2:33][CH2:32][C@H:31]2[OH:36])=[O:11])=[CH:21][CH:20]=1 |f:3.4|. Procedure details: The title compound was synthesized in analogy to Example 75, using 5-bromo-6-chloro-3-pyridinecarboxylic acid, 1-methylcyclopropanemethanol, (4-chloro-phenyl)-boronic acid and (1R,2R)-2-amino-cyclohexanol hydrochloride as starting materials to yield 5-(4-chloro-phenyl)-N-((1R,2R)-2-hydroxy-cyclohexyl)-6-(1-methyl-cyclopropylmethoxy)-nicotinamide. MS (ISP) 415.3(M+H)+. Reactants: COC1=CC=C(C=C1)N1CCN(CC1)C1=CC=C(C=C1)NC(=S)N (N-[4-[4-(4-methoxyphenyl)-1-piperazinyl]phenyl]thiourea), ClCC(=O)C1=CC=CC=C1 (2-chloro-1-phenylethanone), C(C)(=O)[O-].[Na+] (sodium acetate). The solvent is C(C)(=O)O (acetic acid). Reaction conditions: temperature 80 celsius, time 4 hour. Yields the product COC1=CC=C(C=C1)N1CCN(CC1)C1=CC=C(C=C1)NC=1SC=C(N1)C1=CC=CC=C1 (N-[4-[4-(4-methoxyphenyl)-1-piperazinyl]phenyl]-4-phenyl-2-thiazolamine). Isolated yield 69.6%. RXN SMILES: [CH3:1][O:2][C:3]1[CH:8]=[CH:7][C:6]([N:9]2[CH2:14][CH2:13][N:12]([C:15]3[CH:20]=[CH:19][C:18]([NH:21][C:22]([NH2:24])=[S:23])=[CH:17][CH:16]=3)[CH2:11][CH2:10]2)=[CH:5][CH:4]=1.Cl[CH2:26][C:27]([C:29]1[CH:34]=[CH:33][CH:32]=[CH:31][CH:30]=1)=O.C([O-])(=O)C.[Na+]>C(O)(=O)C>[CH3:1][O:2][C:3]1[CH:8]=[CH:7][C:6]([N:9]2[CH2:14][CH2:13][N:12]([C:15]3[CH:20]=[CH:19][C:18]([NH:21][C:22]4[S:23][CH:26]=[C:27]([C:29]5[CH:34]=[CH:33][CH:32]=[CH:31][CH:30]=5)[N:24]=4)=[CH:17][CH:16]=3)[CH2:11][CH2:10]2)=[CH:5][CH:4]=1 |f:2.3|. Procedure details: A mixture of 5 parts of N-[4-[4-(4-methoxyphenyl)-1-piperazinyl]phenyl]thiourea, 3 parts of 2-chloro-1-phenylethanone, 1.7 parts of sodium acetate and 100 parts of acetic acid was stirred for 4 hours at 80° C. After cooling, the reaction mixture was evaporated and the residue was stirred in 130 parts of dichloromethane. The whole was neutralised with a sodium hydrogen carbonate solution. The precipitated product was filtered off, washed with water and dichloromethane and crystallized from 1,4-di... Starting materials: oil, hydrochloride salt, ClCCN1CCOCC1 (4-(2-chloroethyl)morpholine), ClC1=CC=C(CC#N)C=C1 (4-chlorobenzyl cyanide), ice water, ClCCN1CCOCC1 (4-(2-chloroethyl)morpholine), [H-].[Na+] (sodium hydride), ClC1=CC=C(CC#N)C=C1 (4-chlorobenzyl cyanide), [OH-].[Na+] (sodium hydroxide). Solvent: CN(C)C=O (DMF), C1(=CC=CC=C1)C (toluene). Reaction conditions: time 1 hour. The product is ClC1=CC=C(C=C1)C(C#N)CCN1CCOCC1 (2-(4-chlorophenyl)-4-(4-morpholinyl)butyronitrile). Yield: 42.0%. Reaction SMILES: [H-].[Na+].[Cl:3][C:4]1[CH:12]=[CH:11][C:7]([CH2:8][C:9]#[N:10])=[CH:6][CH:5]=1.Cl[CH2:14][CH2:15][N:16]1[CH2:21][CH2:20][O:19][CH2:18][CH2:17]1.[OH-].[Na+]>CN(C=O)C.C1(C)C=CC=CC=1>[Cl:3][C:4]1[CH:12]=[CH:11][C:7]([CH:8]([CH2:14][CH2:15][N:16]2[CH2:21][CH2:20][O:19][CH2:18][CH2:17]2)[C:9]#[N:10])=[CH:6][CH:5]=1 |f:0.1,4.5|. Procedure: To a flask was added 1.4 g. (0.033 mole) of a 55% oil dispersion of sodium hydride. After washing the sodium hydride with hexane to remove the mineral oil, 20 ml. of a 2 to 1 mixture of toluene and DMF was added followed by the slow addition of 5.0 ml. (0.033 mole) of 4-chlorobenzyl cyanide. The resulting deep burgundy solution was stirred for one hour. The hydrochloride salt of 4-(2-chloroethyl)morpholine, 6.4 g. (0.033 mole), was neutralized with sodium hydroxide in a separate vessel and the r... Reactants: N1CCCC2=CC(=CC=C12)OC(NCCCCCCC)=O (heptyl-carbamic acid-1, 2, 3, 4-tetrahydro-quinolin-6-yl ester), CI (methyl iodide), [OH-].[K+] (potassium hydroxide). Solvent: O1CCCC1 (tetrahydrofuran). Conditions: temperature 36 celsius, time 5 hour. The product is CN1CCCC2=CC(=CC=C12)OC(NCCCCCCC)=O (Heptyl-carbamic acid 1-methyl-1,2,3,4-tetrahydroquinolin-6-yl ester). As a reaction SMILES: [NH:1]1[C:10]2[C:5](=[CH:6][C:7]([O:11][C:12](=[O:21])[NH:13][CH2:14][CH2:15][CH2:16][CH2:17][CH2:18][CH2:19][CH3:20])=[CH:8][CH:9]=2)[CH2:4][CH2:3][CH2:2]1.[CH3:22]I.[OH-].[K+]>O1CCCC1>[CH3:22][N:1]1[C:10]2[C:5](=[CH:6][C:7]([O:11][C:12](=[O:21])[NH:13][CH2:14][CH2:15][CH2:16][CH2:17][CH2:18][CH2:19][CH3:20])=[CH:8][CH:9]=2)[CH2:4][CH2:3][CH2:2]1 |f:2.3|. Reported procedure: A mixture of heptyl-carbamic acid-1, 2, 3, 4-tetrahydro-quinolin-6-yl ester (0.58 g., 2 mmol), methyl iodide (0.224 ml, 3.6 mmol) and pulverized potassium hydroxide (0.16 g., 2 mmol) in dry tetrahydrofuran (10 ml) was stirred for 5 hours at room temperature (36° C.). The reaction mixture was concentrated under vaccum, diluted with water (5 ml), extracted with ether (3×5 ml), dried over sodium sulphate and the combined ether fractions were concentrated under vaccum. The residue was then chromatog... Starting materials: CC1=C(C(=CC=C1)C)NC(CN1CCN(CC1)C(C(CCC1=CC=CC=C1)O)=O)=O (N-(2,6-dimethylphenyl)-2-[4-(2-hydroxy-4phenylbutanoyl) piperazinyl]acetamide), C1(=CC=CC=C1)CCCC(=O)O (4-phenylbutanoic acid), OC1=C(C=CC=C1)[C@H](C(=O)O)CC ((R)-2-hydroxy-phenylbutyric acid). The product is CC1=C(C(=CC=C1)C)NC(CN1CCN(CC1)C(CCCC1=CC=CC=C1)=O)=O (N-(2,6-dimethylphenyl)-2-[4-(4-phenylbutanoyl)piperazinyl]acetamide). RXN SMILES: [CH3:1][C:2]1[CH:7]=[CH:6][CH:5]=[C:4]([CH3:8])[C:3]=1[NH:9][C:10](=[O:30])[CH2:11][N:12]1[CH2:17][CH2:16][N:15]([C:18](=[O:29])[CH:19](O)[CH2:20][CH2:21][C:22]2[CH:27]=[CH:26][CH:25]=[CH:24][CH:23]=2)[CH2:14][CH2:13]1.C1(CCCC(O)=O)C=CC=CC=1.OC1C=CC=CC=1[C@@H](CC)C(O)=O>>[CH3:8][C:4]1[CH:5]=[CH:6][CH:7]=[C:2]([CH3:1])[C:3]=1[NH:9][C:10](=[O:30])[CH2:11][N:12]1[CH2:17][CH2:16][N:15]([C:18](=[O:29])[CH2:19][CH2:20][CH2:21][C:22]2[CH:23]=[CH:24][CH:25]=[CH:26][CH:27]=2)[CH2:14][CH2:13]1. Procedure details: Compound 13 was prepared in the manner of compound 7 substituting 4-phenylbutanoic acid for (R)-2-hydroxy-phenylbutyric acid in part C to afford compound 13: Mass spectrum (M+1) =394.40.